Dataset: the Open Reaction Database (ORD), a public repository of structured organic reaction records. Task: describe an organic reaction: reactants, conditions, products, and yield Starting materials: O=[N+]([O-])C1COc2c(Br)cccc2C1, CC(=O)O, [Zn]. Product: NC1COc2c(Br)cccc2C1. Reaction SMILES: [Br:1][c:2]1[cH:3][cH:4][cH:5][c:6]2[c:11]1[O:10][CH2:9][CH:8]([N+:12]([O-:13])=[O:14])[CH2:7]2.[CH3:15][C:16](=[O:17])[OH:18].[Zn:19]>>[Br:1][c:2]1[cH:3][cH:4][cH:5][c:6]2[c:11]1[O:10][CH2:9][CH:8]([NH2:12])[CH2:7]2. The reactants are C(CC)C1=CC=C(C=C1)C1=NC=C(C=N1)C(=O)N (2-(p-n-propylphenyl)-5-pyrimidinecarboxamide), P(=O)(Cl)(Cl)Cl (phosphorus oxychloride). As a reaction SMILES: [CH2:1]([C:4]1[CH:9]=[CH:8][C:7]([C:10]2[N:15]=[CH:14][C:13]([C:16]([NH2:18])=O)=[CH:12][N:11]=2)=[CH:6][CH:5]=1)[CH2:2][CH3:3].P(Cl)(Cl)(Cl)=O>>[C:16]([C:13]1[CH:12]=[N:11][C:10]([C:7]2[CH:8]=[CH:9][C:4]([CH2:1][CH2:2][CH3:3])=[CH:5][CH:6]=2)=[N:15][CH:14]=1)#[N:18]. Yields the product C(#N)C=1C=NC(=NC1)C1=CC=C(C=C1)CCC (5cyano-2-(4-n-propylphenyl)-pyrimidine). Procedure: 8.3 G. of 2-(p-n-propylphenyl)-5-pyrimidinecarboxamide are boiled under reflux with 100 ml. of phosphorus oxychloride with the exclusion of moisture for 2 hours. Then, the excess phosphorus oxychloride is removed in vacuo and the mixture evaporated twice with toluene in vacuo. The residue is taken up in methylene chloride and chromatographed on 100 g. of silica gel in methylene chloride. Elution with methylene chloride and methylene chloride/2% acetone yields the 5cyano-2-(4-n-propylphenyl)-pyri... Reactants: C(C)OC(=O)C=1NC=C2C1NC=1CN(CC(C1C2C=2OC(=CC2)SC2=NC1=C(N2)C=CC(=C1)O)=O)OC(C)(C)C (6-tert-butyloxy-9-[5-(5-hydroxy-1H-benzimidazol-2-ylsulfanyl)-furan-2-yl]-8-oxo-2,4,5,7,8,9-hexahydro-pyrrolo[3,4-b]-1,7-naphthyridine-3-carboxylic acid ethyl ester), Cl (HCl). Solvent: O1CCOCC1 (dioxane), O1CCOCC1 (dioxane). Run at time 16 hour. Product: Cl.C(C)OC(=O)C=1NC=C2C1NC=1CNCC(C1C2C=2OC(=CC2)SC2=NC1=C(N2)C=CC(=C1)O)=O (9-[5-(5-hydroxy-1H-benzimidazol-2-ylsulfanyl)-furan-2-yl]-8-oxo-4,5,6,7,8,9-hexahydro-2H-pyrrolo[3,4-b]-1,7-naphthyridine-3-carboxylic acid ethyl ester hydrochloride). Isolated yield 73.0%. Reaction SMILES: [CH2:1]([O:3][C:4]([C:6]1[NH:7][CH:8]=[C:9]2[CH:18]([C:19]3[O:20][C:21]([S:24][C:25]4[NH:29][C:28]5[CH:30]=[CH:31][C:32]([OH:34])=[CH:33][C:27]=5[N:26]=4)=[CH:22][CH:23]=3)[C:17]3[C:16](=[O:35])[CH2:15][N:14](OC(C)(C)C)[CH2:13][C:12]=3[NH:11][C:10]=12)=[O:5])[CH3:2].[ClH:41]>O1CCOCC1>[ClH:41].[CH2:1]([O:3][C:4]([C:6]1[NH:7][CH:8]=[C:9]2[CH:18]([C:19]3[O:20][C:21]([S:24][C:25]4[NH:29][C:28]5[CH:30]=[CH:31][C:32]([OH:34])=[CH:33][C:27]=5[N:26]=4)=[CH:22][CH:23]=3)[C:17]3[C:16](=[O:35])[CH2:15][NH:14][CH2:13][C:12]=3[NH:11][C:10]=12)=[O:5])[CH3:2] |f:3.4|. Procedure: A solution of 6-tert-butyloxy-9-[5-(5-hydroxy-1H-benzimidazol-2-ylsulfanyl)-furan-2-yl]-8-oxo-2,4,5,7,8,9-hexahydro-pyrrolo[3,4-b]-1,7-naphthyridine-3-carboxylic acid ethyl ester (0.27 g, 0.46 mmol) in dioxane (20 ml) is combined with 4N HCl in dioxane (1.7 ml). The reaction mixture is stirred at room temperature for 16 hours. The formed insoluble material is collected by filtration, washed with dioxane (50 ml), pentane (20 ml), diisopropylether (20 ml) and dried under vacuum to yield 176 mg of ... Starting materials: Cl (Hydrogen chloride), CC(CC=1N=C(N(C1)S(=O)(=O)N(C)C)C(C(C1=CC=C(C=C1)C1=NC=C(C=C1)F)F)(C)O)(C)C (4-(2,2-dimethylpropyl)-2-{2-fluoro-2-[4-(5-fluoropyridin-2-yl)phenyl]-1-hydroxy-1-methylethyl}-N,N-dimethyl-1H-imidazole-1-sulfonamide). Solvent: CO (methanol). Run at temperature 70 celsius, time 1 hour. Product: CC(CC=1N=C(NC1)C(C(C1=CC=C(C=C1)C1=NC=C(C=C1)F)F)(C)O)(C)C (2-[4-(2,2-dimethylpropyl)-1H-imidazol-2-yl]-1-fluoro-1-[4-(5-fluoropyridin-2-yl)phenyl]propan-2-ol). Reaction SMILES: Cl.[CH3:2][C:3]([CH3:35])([CH3:34])[CH2:4][C:5]1[N:6]=[C:7]([C:16]([OH:33])([CH3:32])[CH:17]([F:31])[C:18]2[CH:23]=[CH:22][C:21]([C:24]3[CH:29]=[CH:28][C:27]([F:30])=[CH:26][N:25]=3)=[CH:20][CH:19]=2)[N:8](S(N(C)C)(=O)=O)[CH:9]=1>CO>[CH3:2][C:3]([CH3:35])([CH3:34])[CH2:4][C:5]1[N:6]=[C:7]([C:16]([OH:33])([CH3:32])[CH:17]([F:31])[C:18]2[CH:19]=[CH:20][C:21]([C:24]3[CH:29]=[CH:28][C:27]([F:30])=[CH:26][N:25]=3)=[CH:22][CH:23]=2)[NH:8][CH:9]=1. Reported procedure: Hydrogen chloride (4 M in 1,4-dioxane) (1 mL, 4 mmol) was added to an ambient temperature solution of 4-(2,2-dimethylpropyl)-2-{2-fluoro-2-[4-(5-fluoropyridin-2-yl)phenyl]-1-hydroxy-1-methylethyl}-N,N-dimethyl-1H-imidazole-1-sulfonamide (ca. 10 mg, 0.02 mmol) in methanol (2 mL). After stirring at 70° C. for 1 h, volatiles were removed. The residue was partitioned between methanol/ethyl acetate and 10% aqueous sodium hydroxide. The aqueous phase was extracted with ethyl acetate. The combined orga...